Dataset: the Open Reaction Database (ORD), a public repository of structured organic reaction records. Task: describe an organic reaction: reactants, conditions, products, and yield The reactants are ONC(C[C@@]1(CCN(CCS1(=O)=O)C(=O)C1=NC=CC=C1)C=1SC(=CC1)C1=CC=C(C=C1)C1=CN=CO1)=O (N-hydroxy-2-[(S)-7-(5-(4-(5-oxazolyl)phenyl)-2-thienyl)-4-(2-pyridinecarbonyl)-1,1-dioxoperhydro-1,4-thiazepin-7-yl]acetamide), Cl.CO (hydrochloric acid methanol). Solvent: CO (methanol). Conditions: time 0.5 hour. Yields the product Cl.ONC(CC1(CCN(CCS1(=O)=O)C(=O)C1=NC=CC=C1)C=1SC(=CC1)C1=CC=C(C=C1)C1=CN=CO1)=O (N-hydroxy-2-[7-(5-(4-(5-oxazolyl)phenyl)-2-thienyl)-4-(2-pyridinecarbonyl)-1,1-dioxoperhydro-1,4-thiazepin-7-yl]acetamide hydrochloride). RXN SMILES: [OH:1][NH:2][C:3](=[O:38])[CH2:4][C@@:5]1([C:22]2[S:23][C:24]([C:27]3[CH:32]=[CH:31][C:30]([C:33]4[O:37][CH:36]=[N:35][CH:34]=4)=[CH:29][CH:28]=3)=[CH:25][CH:26]=2)[S:11](=[O:13])(=[O:12])[CH2:10][CH2:9][N:8]([C:14]([C:16]2[CH:21]=[CH:20][CH:19]=[CH:18][N:17]=2)=[O:15])[CH2:7][CH2:6]1.[ClH:39].CO>CO>[ClH:39].[OH:1][NH:2][C:3](=[O:38])[CH2:4][C:5]1([C:22]2[S:23][C:24]([C:27]3[CH:32]=[CH:31][C:30]([C:33]4[O:37][CH:36]=[N:35][CH:34]=4)=[CH:29][CH:28]=3)=[CH:25][CH:26]=2)[S:11](=[O:13])(=[O:12])[CH2:10][CH2:9][N:8]([C:14]([C:16]2[CH:21]=[CH:20][CH:19]=[CH:18][N:17]=2)=[O:15])[CH2:7][CH2:6]1 |f:1.2,4.5|. Procedure: To a solution of N-hydroxy-2-[(S)-7-(5-(4-(5-oxazolyl)phenyl)-2-thienyl)-4-(2-pyridinecarbonyl)-1,1-dioxoperhydro-1,4-thiazepin-7-yl]acetamide (118 mg) in methanol (3 ml) was added 10% hydrochloric acid-methanol solution (5 ml) and the mixture was stirred at ambient temperature for 0.5 hour. After evaporation of solvent, the residue was triturated with isopropyl ether to give N-hydroxy-2-[7-(5-(4-(5-oxazolyl)phenyl)-2-thienyl)-4-(2-pyridinecarbonyl)-1,1-dioxoperhydro-1,4-thiazepin-7-yl]acetamide... The reactants are CCN(C(C)C)C(C)C (DIPEA), C1(=CC=CC=C1)C1=CC(=NN1)C(=O)NCC(=O)O ([(5-phenyl-1H-pyrazole-3-carbonyl)-amino]-acetic acid), CCN=C=NCCCN(C)C.Cl (EDCI.HCl), Cl.Cl.FC1=C(C=CC(=C1)F)NC1CCNCC1 ((2,4-difluoro-phenyl)-piperidin-4-yl-amine dihydrochloride), C=1C=CC2=C(C1)N=NN2O (HOBt), Intermediate 3. RXN SMILES: CCN(C(C)C)C(C)C.[C:10]1([C:16]2[NH:20][N:19]=[C:18]([C:21]([NH:23][CH2:24][C:25]([OH:27])=O)=[O:22])[CH:17]=2)[CH:15]=[CH:14][CH:13]=[CH:12][CH:11]=1.C1C=CC2N(O)N=NC=2C=1.CCN=C=NCCCN(C)C.Cl.Cl.Cl.[F:52][C:53]1[CH:58]=[C:57]([F:59])[CH:56]=[CH:55][C:54]=1[NH:60][CH:61]1[CH2:66][CH2:65][NH:64][CH2:63][CH2:62]1>CN(C=O)C.O>[F:52][C:53]1[CH:58]=[C:57]([F:59])[CH:56]=[CH:55][C:54]=1[NH:60][CH:61]1[CH2:66][CH2:65][N:64]([C:25](=[O:27])[CH2:24][NH:23][C:21]([C:18]2[CH:17]=[C:16]([C:10]3[CH:11]=[CH:12][CH:13]=[CH:14][CH:15]=3)[NH:20][N:19]=2)=[O:22])[CH2:63][CH2:62]1 |f:3.4,5.6.7|. Yields the product FC1=C(C=CC(=C1)F)NC1CCN(CC1)C(CNC(=O)C1=NNC(=C1)C1=CC=CC=C1)=O (5-phenyl-1H-pyrazole-3-carboxylic acid {2-[4-(2,4-difluoro-phenylamino)-piperidin-1-yl]-2-oxo-ethyl}-amide). Conditions: time 8 hour. The yield is 16.5%. The solvent is CN(C)C=O (DMF), O (water). Reported procedure: DIPEA (232 mg, 1.8 mmol) was added to a stirred solution of [(5-phenyl-1H-pyrazole-3-carbonyl)-amino]-acetic acid (148 mg, 0.6 mmol) in DMF (2 mL) followed by HOBt (95 mg, 0.7 mmol) and EDCI.HCl (137 mg, 0.7 mmol. After 2 minutes (2,4-difluoro-phenyl)-piperidin-4-yl-amine dihydrochloride (prepared by the method used for the synthesis of Intermediate 3) (150 mg, 0.6 mmol) was added to the reaction mixture and stirring was continued at ambient temperature overnight. The reaction mixture was dilute... The reactants are BrC=1C=C(C=CC1)C=1N=C(NC1)N (4-(3-bromo-phenyl)-1H-imidazol-2-ylamine), COC1=NC=CC=C1B(O)O ((2-methoxy-pyridin-3-yl)-boronic acid). Yields the product COC1=NC=CC=C1C=1C=C(C=CC1)C=1N=C(NC1)N (4-[3-(2-methoxy-pyridin-3-yl)-phenyl]-1H-imidazol-2-ylamine). As a reaction SMILES: Br[C:2]1[CH:3]=[C:4]([C:8]2[N:9]=[C:10]([NH2:13])[NH:11][CH:12]=2)[CH:5]=[CH:6][CH:7]=1.[CH3:14][O:15][C:16]1[C:21](B(O)O)=[CH:20][CH:19]=[CH:18][N:17]=1>>[CH3:14][O:15][C:16]1[C:21]([C:2]2[CH:3]=[C:4]([C:8]3[N:9]=[C:10]([NH2:13])[NH:11][CH:12]=3)[CH:5]=[CH:6][CH:7]=2)=[CH:20][CH:19]=[CH:18][N:17]=1. Procedure details: In a similar manner to Example 33, Step 1, the Suzuki coupling reaction of the bromide from Step 1 of Example 37 (111 mg, 0.41 mmol) and (2-methoxy-pyridin-3-yl)-boronic acid (125 mg, 0.817 mmol) afforded the 4-[3-(2-methoxy-pyridin-3-yl)-phenyl]-1H-imidazol-2-ylamine, after passing through an SPE ion-exchange plug, as a colorless glass (37.5 mg, 34.4% yield). LC/MS (m/z 267.0 (M+H)+); HPLC Rt: 2.2 min. Reactants: ClCCl, CC(=O)Oc1ccccc1, CC(C)N(C(=O)c1ccc(OCCCCCOc2ccc(C=NN)cc2)cc1OCC(N)=O)C(C)C. Product: CC(=O)N=NCc1ccc(OCCCCCOc2ccc(C(=O)N(C(C)C)C(C)C)c(OCC(N)=O)c2)cc1. As a reaction SMILES: [CH2:47]([Cl:48])[Cl:49].[CH3:37][C:38](=[O:39])[O:40][c:41]1[cH:42][cH:43][cH:44][cH:45][cH:46]1.[NH2:1][N:2]=[CH:3][c:4]1[cH:5][cH:6][c:7]([O:8][CH2:9][CH2:10][CH2:11][CH2:12][CH2:13][O:14][c:15]2[cH:16][c:17]([O:30][CH2:31][C:32]([NH2:33])=[O:34])[c:18]([C:19](=[O:20])[N:21]([CH:22]([CH3:23])[CH3:24])[CH:25]([CH3:26])[CH3:27])[cH:28][cH:29]2)[cH:35][cH:36]1>>[N:1](=[N:2][CH2:3][c:4]1[cH:5][cH:6][c:7]([O:8][CH2:9][CH2:10][CH2:11][CH2:12][CH2:13][O:14][c:15]2[cH:16][c:17]([O:30][CH2:31][C:32]([NH2:33])=[O:34])[c:18]([C:19](=[O:20])[N:21]([CH:22]([CH3:23])[CH3:24])[CH:25]([CH3:26])[CH3:27])[cH:28][cH:29]2)[cH:35][cH:36]1)[C:38]([CH3:37])=[O:39]. The reactants are N,N,N′,N′-Tetramethyl-0-(7-azabenzotriazol-1-yl)uronium Hexafluorophosphate, COC1=C(CNC=2C3=C(N=CN2)N(C=C3)[C@@H]3C[C@@H]([C@@H]2[C@H]3OC(O2)(C)C)CN(C2CC(C2)CCC(=O)O)C(C)C)C=CC(=C1)OC (3-(3-((((3aR,4R,6R,6aS)-6-(4-((2,4-dimethoxybenzyl)amino)-7H-pyrrolo[2,3-d]pyrimidin-7-yl)-2,2-dimethyltetrahydro-3aH-cyclopenta[d][1,3]dioxol-4-yl)methyl)(isopropyl)amino)cyclobutyl)propanoic acid), C(C)(C)(C)C=1C=C(C(=CC1)N)N (4-tert-butylbenzene-1,2-diamine), C(C)(C)N(C(C)C)CC (N,N-Diisopropylethylamine). Run in CN(C=O)C (N,N-Dimethylformamide). Run at time 8 hour. Product: C(C)(C)(C)C1=CC2=C(NC(=N2)CCC2CC(C2)N(C(C)C)C[C@H]2C[C@H]([C@H]3[C@@H]2OC(O3)(C)C)N3C=CC2=C3N=CN=C2NCC2=C(C=C(C=C2)OC)OC)C=C1 (7-((3aS,4R,6R,6aR)-6-(((3-(2-(5-(tert-butyl)-1H-benzo[d]imidazol-2-yl)ethyl)cyclobutyl)(isopropyl)amino)methyl)-2,2-dimethyltetrahydro-3aH-cyclopenta[d][1,3]dioxol-4-yl)-N-(2,4-dimethoxybenzyl)-7H-pyrrolo[2,3-d]pyrimidin-4-amine). Reaction SMILES: [CH3:1][O:2][C:3]1[CH:43]=[C:42]([O:44][CH3:45])[CH:41]=[CH:40][C:4]=1[CH2:5][NH:6][C:7]1[C:8]2[CH:15]=[CH:14][N:13]([C@H:16]3[C@@H:20]4[O:21][C:22]([CH3:25])([CH3:24])[O:23][C@@H:19]4[C@@H:18]([CH2:26][N:27]([CH:37]([CH3:39])[CH3:38])[CH:28]4[CH2:31][CH:30]([CH2:32][CH2:33][C:34](O)=O)[CH2:29]4)[CH2:17]3)[C:9]=2[N:10]=[CH:11][N:12]=1.[C:46]([C:50]1[CH:51]=[C:52]([NH2:57])[C:53]([NH2:56])=[CH:54][CH:55]=1)([CH3:49])([CH3:48])[CH3:47].C(N(CC)C(C)C)(C)C>CN(C)C=O>[C:46]([C:50]1[CH:55]=[CH:54][C:53]2[NH:56][C:34]([CH2:33][CH2:32][CH:30]3[CH2:31][CH:28]([N:27]([CH2:26][C@@H:18]4[C@H:19]5[O:23][C:22]([CH3:24])([CH3:25])[O:21][C@H:20]5[C@H:16]([N:13]5[C:9]6[N:10]=[CH:11][N:12]=[C:7]([NH:6][CH2:5][C:4]7[CH:40]=[CH:41][C:42]([O:44][CH3:45])=[CH:43][C:3]=7[O:2][CH3:1])[C:8]=6[CH:15]=[CH:14]5)[CH2:17]4)[CH:37]([CH3:38])[CH3:39])[CH2:29]3)=[N:57][C:52]=2[CH:51]=1)([CH3:49])([CH3:47])[CH3:48]. Procedure details: A solution of 3-(3-((((3aR,4R,6R,6aS)-6-(4-((2,4-dimethoxybenzyl)amino)-7H-pyrrolo[2,3-d]pyrimidin-7-yl)-2,2-dimethyltetrahydro-3aH-cyclopenta[d][1,3]dioxol-4-yl)methyl)(isopropyl)amino)cyclobutyl)propanoic acid (490 mg, 0.79 mmol) and 4-tert-butylbenzene-1,2-diamine (155 mg, 0.946 mmol) in N,N-Dimethylformamide (8.1 ml) was treated with N,N-Diisopropylethylamine (0.453 ml, 2.60 mmol) dropwise followed by N,N,N′,N′-Tetramethyl-0-(7-azabenzotriazol-1-yl)uronium Hexafluorophosphate (449 mg, 1.18 m... The reactants are FC1=C(C=CC=2N=C(OC21)NC2=C(C=CC=C2)C)CC(=O)OC (Methyl 7-fluoro-2-(2-methylphenylamino)-6-benzoxazolylacetate), [OH-].[Na+] (NaOH). Run in C1CCOC1 (THF). Run at time 20 hour. Yields the product FC1=C(C=CC=2N=C(OC21)NC2=C(C=CC=C2)C)CC(=O)O (7-fluoro-2-(2-methylphenylamino)-6-benzoxazolylacetic acid). RXN SMILES: [F:1][C:2]1[C:10]2[O:9][C:8]([NH:11][C:12]3[CH:17]=[CH:16][CH:15]=[CH:14][C:13]=3[CH3:18])=[N:7][C:6]=2[CH:5]=[CH:4][C:3]=1[CH2:19][C:20]([O:22]C)=[O:21].[OH-].[Na+]>C1COCC1>[F:1][C:2]1[C:10]2[O:9][C:8]([NH:11][C:12]3[CH:17]=[CH:16][CH:15]=[CH:14][C:13]=3[CH3:18])=[N:7][C:6]=2[CH:5]=[CH:4][C:3]=1[CH2:19][C:20]([OH:22])=[O:21] |f:1.2|. Procedure details: Methyl 7-fluoro-2-(2-methylphenylamino)-6-benzoxazolylacetate (1.31 g, 4.17 mmol) was dissolved in THF (30 ml), followed by the addition of 0.25N NaOH (30 ml). The resulting mixture was stirred at room temperature for 20 hours. The reaction mixture was distilled under reduced pressure to remove the solvent. The residue was acidified with 1N HCl, followed by extraction with a chloroform/methanol (10/1) mixture. The extract was washed with saturated brine, dried over anhydrous sodium sulfate and d... Reactants: O=C1CCC(=O)N1Br, O=C(OOC(=O)c1ccccc1)c1ccccc1, ClC(Cl)(Cl)Cl, Cc1ccc2noc(-c3ccccc3)c2c1. The product is BrCc1ccc2noc(-c3ccccc3)c2c1. Reaction SMILES: [Br:17][N:18]1[C:19](=[O:20])[CH2:21][CH2:22][C:23]1=[O:24].[C:25]([O:26][O:27][C:28](=[O:29])[c:30]1[cH:31][cH:32][cH:33][cH:34][cH:35]1)(=[O:36])[c:37]1[cH:38][cH:39][cH:40][cH:41][cH:42]1.[C:43]([Cl:44])([Cl:45])([Cl:46])[Cl:47].[CH3:1][c:2]1[cH:3][cH:4][c:5]2[c:6]([c:7](-[c:10]3[cH:11][cH:12][cH:13][cH:14][cH:15]3)[o:8][n:9]2)[cH:16]1>>[CH2:1]([c:2]1[cH:3][cH:4][c:5]2[c:6]([c:7](-[c:10]3[cH:11][cH:12][cH:13][cH:14][cH:15]3)[o:8][n:9]2)[cH:16]1)[Br:17]. The reactants are [O-]CC.[Na+] (sodium ethoxide), C(C)OC(=O)C=C(CP(OCC)(OCC)=O)C (diethyl 3-ethoxycarbonyl-2-methyl-2-propenylphosphonate), CC(=CCO)C=CC=C(CCC=C(C)C)C (3,7,11-trimethyl-2,4,6,10-dodecatetraene-1-ol), ice water, Cl (hydrochloric acid). The solvent is CCCCCC (n-hexane), O (water), O1CCCC1 (tetrahydrofuran). Reaction conditions: temperature -20 celsius, time 1 hour. Yields the product CC(=CC(=O)O)C=CC=C(C=CC=C(CCC=C(C)C)C)C (3,7,11,15-Tetramethyl-2,4,6,8,10,14-hexadecahexaenoic acid). As a reaction SMILES: [O-]CC.[Na+].C([O:7][C:8]([CH:10]=[C:11]([CH3:21])[CH2:12]P(=O)(OCC)OCC)=[O:9])C.[CH3:22][C:23]([CH:27]=[CH:28][CH:29]=[C:30]([CH3:37])[CH2:31][CH2:32][CH:33]=[C:34]([CH3:36])[CH3:35])=[CH:24][CH2:25]O.Cl>CCCCCC.O.O1CCCC1>[CH3:21][C:11]([CH:12]=[CH:25][CH:24]=[C:23]([CH3:22])[CH:27]=[CH:28][CH:29]=[C:30]([CH3:37])[CH2:31][CH2:32][CH:33]=[C:34]([CH3:36])[CH3:35])=[CH:10][C:8]([OH:7])=[O:9] |f:0.1|. Procedure: To a suspension of 30.3 g. of sodium ethoxide in 300 ml. of tetrahydrofuran was added 118 g. of diethyl 3-ethoxycarbonyl-2-methyl-2-propenylphosphonate. To the mixture was added 67 g. of 3,7,11-trimethyl-2,4,6,10-dodecatetraene-1-ol under stirring, chilling with ice and shielding from the light. After 1 hour, the reaction liquid was poured into 1 liter of water, and 1 liter of n-hexane was added for extraction. The n-hexane phase was separated, washed with two 100 ml. portions of a mixture of me... Product: BrCCCCCCCCCCCCOCc1ccccc1. RXN SMILES: [Br:16][CH2:17][CH2:18][CH2:19][CH2:20][CH2:21][CH2:22][CH2:23][CH2:24][CH2:25][CH2:26][CH2:27][CH2:28][Br:29].[CH3:9][N:10]([CH3:11])[CH:12]=[O:13].[H-:14].[Na+:15].[OH2:30].[OH:1][CH2:2][c:3]1[cH:4][cH:5][cH:6][cH:7][cH:8]1>>[O:1]([CH2:2][c:3]1[cH:4][cH:5][cH:6][cH:7][cH:8]1)[CH2:28][CH2:27][CH2:26][CH2:25][CH2:24][CH2:23][CH2:22][CH2:21][CH2:20][CH2:19][CH2:18][CH2:17][Br:16]. The reactants are BrCCCCCCCCCCCCBr, CN(C)C=O, [H-], [Na+], O, OCc1ccccc1.